Dataset: the Open Reaction Database (ORD), a public repository of structured organic reaction records. Task: describe an organic reaction: reactants, conditions, products, and yield Reactants: ClC1=CC=C(C=C1)OC(CN=[N+]=[N-])C1=CC=C(C=C1)Cl (2-(4-Chlorophenyloxy)-2-(4-chlorophenyl)ethyl Azide), CP(C)C (trimethylphosphine), O.[OH-].[Li+] (Lithium hydroxide monohydrate). Solvent: O (water). Reaction conditions: time 30 minute. The product is ClC1=CC=C(C=C1)OC(CN)C1=CC=C(C=C1)Cl (2-(4-Chlorophenyloxy)-2-(4-chlorophenyl)ethylamine). RXN SMILES: [Cl:1][C:2]1[CH:7]=[CH:6][C:5]([O:8][CH:9]([C:14]2[CH:19]=[CH:18][C:17]([Cl:20])=[CH:16][CH:15]=2)[CH2:10][N:11]=[N+]=[N-])=[CH:4][CH:3]=1.CP(C)C.O.[OH-].[Li+]>O>[Cl:1][C:2]1[CH:7]=[CH:6][C:5]([O:8][CH:9]([C:14]2[CH:15]=[CH:16][C:17]([Cl:20])=[CH:18][CH:19]=2)[CH2:10][NH2:11])=[CH:4][CH:3]=1 |f:2.3.4|. Procedure: To a solution of 2-(4-chlorophenyloxy)-2-(4-chlorophenyl)ethyl azide (Step B, 0.23 g, 0.75 mmol) in 4 mLTHF at −20° C. was added trimethylphosphine (0.18 mL, 1.8 mmol), and the reaction was allowed to warm to room temperature over 2 h. Lithium hydroxide monohydrate (61 mg, 1.5 mmol) was added followed by 2 mL water. After stirring at room temperature for 30 min, the reaction was quenched by addition of 2 M hydrochloric acid (final pH=2). The volatile materials were removed on a rotary evaporator...